This data is from the Open Reaction Database (ORD), a public repository of structured organic reaction records. The task is: describe an organic reaction: reactants, conditions, products, and yield Reactants: C(C)OC(C(C)(C)NNC(=O)OCC1=CC=CC=C1)=O (2-(N′-benzyloxycarbonyl-hydrazino)-2-methyl-propionic acid ethyl ester), C(=O)([O-])[O-].[K+].[K+] (K2CO3), CC=1C=C(C(=O)Cl)C=C(C1)C (3,5-dimethylbenzoyl chloride). Procedure: 2-(N′-benzyloxycarbonyl-hydrazino)-2-methyl-propionic acid ethyl ester (28 g, 0.1 mol) was dissolved in 50 mL CH2Cl2 and cooled on ice. A solution of 20.7 g K2CO3 in 30 mL of water was added. A solution of 3,5-dimethylbenzoyl chloride (17 g, 0.1 mol) in 50 mL of CH2Cl2 was added drop-wise over a period of 1 hour, maintaining the temperature at 0-5° C. The mixture was stirred for 1 hour on an ice bath, and then at room temperature overnight. TLC indicated the reaction was complete. The aqueous la... Run in C(Cl)Cl (CH2Cl2), O (water), C(Cl)Cl (CH2Cl2). Run at temperature 2.5 celsius, time 1 hour. Product: C(C)OC(C(C)(C)N(NC(=O)OCC1=CC=CC=C1)C(C1=CC(=CC(=C1)C)C)=O)=O (2-[N′-Benzyloxycarbonyl-N-(3,5-dimethyl-benzoyl)-hydrazino]-2-methyl-propionic acid ethyl ester), solid. RXN SMILES: [CH2:1]([O:3][C:4](=[O:20])[C:5]([NH:8][NH:9][C:10]([O:12][CH2:13][C:14]1[CH:19]=[CH:18][CH:17]=[CH:16][CH:15]=1)=[O:11])([CH3:7])[CH3:6])[CH3:2].C([O-])([O-])=O.[K+].[K+].[CH3:27][C:28]1[CH:29]=[C:30]([CH:34]=[C:35]([CH3:37])[CH:36]=1)[C:31](Cl)=[O:32]>C(Cl)Cl.O>[CH2:1]([O:3][C:4](=[O:20])[C:5]([N:8]([C:31](=[O:32])[C:30]1[CH:34]=[C:35]([CH3:37])[CH:36]=[C:28]([CH3:27])[CH:29]=1)[NH:9][C:10]([O:12][CH2:13][C:14]1[CH:19]=[CH:18][CH:17]=[CH:16][CH:15]=1)=[O:11])([CH3:7])[CH3:6])[CH3:2] |f:1.2.3|. RXN SMILES: [CH2:1]([c:2]1[cH:3][cH:4][cH:5][cH:6][cH:7]1)[O:8][c:9]1[c:10]([CH2:32][CH3:33])[cH:11][c:12](-[c:16]2[o:17][c:18](-[c:21]3[n:22][c:23]([NH:28][CH:29]([CH3:30])[CH3:31])[n:24][c:25]([CH3:27])[cH:26]3)[cH:19][n:20]2)[cH:13][c:14]1[CH3:15].[CH2:34]1[O:35][CH2:36][CH2:37][CH2:38]1.[CH3:39][OH:40]>>[OH:8][c:9]1[c:10]([CH2:32][CH3:33])[cH:11][c:12](-[c:16]2[o:17][c:18](-[c:21]3[n:22][c:23]([NH:28][CH:29]([CH3:30])[CH3:31])[n:24][c:25]([CH3:27])[cH:26]3)[cH:19][n:20]2)[cH:13][c:14]1[CH3:15]. The reactants are CCc1cc(-c2ncc(-c3cc(C)nc(NC(C)C)n3)o2)cc(C)c1OCc1ccccc1, C1CCOC1, CO. Yields the product CCc1cc(-c2ncc(-c3cc(C)nc(NC(C)C)n3)o2)cc(C)c1O. Reactants: C(C1=CC=CC=C1)OC(=O)N1CCN(CC1)C1=NC2=CC=CC=C2C(=N1)O[C@@H]1[C@H]([C@H]([C@@H](C1)O)O)O (2-[4-(benzyloxycarbonyl)piperazin-1-yl]-4-[(1S,2S,3S,4R)-(2,3,4-trihydroxycyclopentan-1-yl)oxy]quinazoline). The reagents and catalysts are [Pd] (palladium/carbon). Run in CO (methanol). Conditions: time 15 hour. Yields the product O[C@@H]1[C@H](C[C@H]([C@@H]1O)O)OC1=NC(=NC2=CC=CC=C12)N1CCNCC1 (4-[(1S,2S,3S,4R)-(2,3,4-trihydroxycyclopentan-1-yl)oxy]-2-(1-piperazinyl)quinazoline). The yield is 92.5%. RXN SMILES: C(OC([N:11]1[CH2:16][CH2:15][N:14]([C:17]2[N:26]=[C:25]([O:27][C@H:28]3[CH2:32][C@@H:31]([OH:33])[C@H:30]([OH:34])[C@@H:29]3[OH:35])[C:24]3[C:19](=[CH:20][CH:21]=[CH:22][CH:23]=3)[N:18]=2)[CH2:13][CH2:12]1)=O)C1C=CC=CC=1>CO.[Pd]>[OH:35][C@H:29]1[C@@H:30]([OH:34])[C@H:31]([OH:33])[CH2:32][C@@H:28]1[O:27][C:25]1[C:24]2[C:19](=[CH:20][CH:21]=[CH:22][CH:23]=2)[N:18]=[C:17]([N:14]2[CH2:15][CH2:16][NH:11][CH2:12][CH2:13]2)[N:26]=1. Reported procedure: To a solution of 2-[4-(benzyloxycarbonyl)piperazin-1-yl]-4-[(1S,2S,3S,4R)-(2,3,4-trihydroxycyclopentan-1-yl)oxy]quinazoline (270 mg) in methanol (5 ml) is added 10% palladium/carbon (54 mg), and the mixture is stirred under hydrogen atmosphere and under atmospheric pressure at room temperature for 15 hours. The reaction mixture is filtered, and the filtrate is evaporated to dryness under reduced pressure to give 4-[(1S,2S,3S,4R)-(2,3,4-trihydroxycyclopentan-1-yl)oxy]-2-(1-piperazinyl)quinazoline...